describe an organic reaction: reactants, conditions, products, and yield From a dataset of the Open Reaction Database (ORD), a public repository of structured organic reaction records. The reactants are CCOC(=O)c1ncn2c1C1CCCN1C(=O)c1ccccc1-2, OCC1CC1. Product: O=C(OCC1CC1)c1ncn2c1C1CCCN1C(=O)c1ccccc1-2. Reaction SMILES: [O:1]=[C:2]1[N:3]2[CH:4]([c:5]3[n:6]([cH:13][n:14][c:15]3[C:16](=[O:17])[O:18][CH2:19][CH3:20])-[c:7]3[c:8]1[cH:9][cH:10][cH:11][cH:12]3)[CH2:21][CH2:22][CH2:23]2.[OH:24][CH2:25][CH:26]1[CH2:27][CH2:28]1>>[O:1]=[C:2]1[N:3]2[CH:4]([c:5]3[n:6]([cH:13][n:14][c:15]3[C:16](=[O:17])[O:18][CH2:19][CH:20]3[CH2:25][CH2:26]3)-[c:7]3[c:8]1[cH:9][cH:10][cH:11][cH:12]3)[CH2:21][CH2:22][CH2:23]2. Starting materials: C1CCOC1, Cc1cc2ccccc2[nH]1, CCOCC, CCCCCC, Cc1ccc(Cl)cc1N=C=S, [H][H], [KH]. Product: Cc1ccc(Cl)cc1NC(=S)n1c(C)cc2ccccc21. RXN SMILES: [CH2:25]1[O:26][CH2:27][CH2:28][CH2:29]1.[CH3:2][c:3]1[nH:4][c:5]2[cH:6][cH:7][cH:8][cH:9][c:10]2[cH:11]1.[CH3:30][CH2:31][O:32][CH2:33][CH3:34].[CH3:35][CH2:36][CH2:37][CH2:38][CH2:39][CH3:40].[Cl:14][c:15]1[cH:16][cH:17][c:18]([CH3:24])[c:19]([N:21]=[C:22]=[S:23])[cH:20]1.[H:12][H:13].[KH:1]>>[CH3:2][c:3]1[n:4]([C:22]([NH:21][c:19]2[c:18]([CH3:24])[cH:17][cH:16][c:15]([Cl:14])[cH:20]2)=[S:23])[c:5]2[cH:6][cH:7][cH:8][cH:9][c:10]2[cH:11]1. Starting materials: S1C=C(C=C1)B(O)O (3-Thiophene boronic acid), N1(CCCC1)CC1N(CCC1)C(=O)C1=CC=C(C=C1)Br (4-(2-Pyrrolidin-1-ylmethyl-pyrrolidine-1-carbonyl)-phenyl bromide). Product: N1(CCCC1)C[C@H]1N(CCC1)C(=O)C1=CC=C(C=C1)C1=CSC=C1 (((S)-2-Pyrrolidin-1-ylmethyl-pyrrolidin-1-yl)-(4-thiophen-3-yl-phenyl)-methanone). As a reaction SMILES: [S:1]1[CH:5]=[CH:4][C:3](B(O)O)=[CH:2]1.[N:9]1([CH2:14][CH:15]2[CH2:19][CH2:18][CH2:17][N:16]2[C:20]([C:22]2[CH:27]=[CH:26][C:25](Br)=[CH:24][CH:23]=2)=[O:21])[CH2:13][CH2:12][CH2:11][CH2:10]1>>[N:9]1([CH2:14][C@@H:15]2[CH2:19][CH2:18][CH2:17][N:16]2[C:20]([C:22]2[CH:23]=[CH:24][C:25]([C:3]3[CH:4]=[CH:5][S:1][CH:2]=3)=[CH:26][CH:27]=2)=[O:21])[CH2:10][CH2:11][CH2:12][CH2:13]1. Procedure: The title compound is prepared in a manner substantially analogous to Procedure Q starting from 3-Thiophene boronic acid and 4-(2-Pyrrolidin-1-ylmethyl-pyrrolidine-1-carbonyl)-phenyl bromide to give 56 mg (56%). MS (ES+) 341.2 Reactants: COC1=CC=C(CSC2=NNC=N2)C=C1 (3-p-methoxybenzylthio-1,2,4-triazole), [N+](=[N-])=C (diazomethane). The solvent is CO (methanol), CCOCC (ether). Run at time 1 hour. The product is COC1=CC=C(CSC=2N(N=CN2)C)C=C1 (3-p-methoxybenzylthio-2-methyl-1,2,4-triazole), COC1=CC=C(CSC2=NN(C=N2)C)C=C1 (3-p-methoxybenzylthio-1-methyl-1,2,4-triazole). Yield: 34.0%. Reaction SMILES: [CH3:1][O:2][C:3]1[CH:15]=[CH:14][C:6]([CH2:7][S:8][C:9]2[N:13]=[CH:12][NH:11][N:10]=2)=[CH:5][CH:4]=1.[N+](=[CH2:18])=[N-]>CO.CCOCC>[CH3:1][O:2][C:3]1[CH:4]=[CH:5][C:6]([CH2:7][S:8][C:9]2[N:10]([CH3:18])[N:11]=[CH:12][N:13]=2)=[CH:14][CH:15]=1.[CH3:1][O:2][C:3]1[CH:4]=[CH:5][C:6]([CH2:7][S:8][C:9]2[N:13]=[CH:12][N:11]([CH3:18])[N:10]=2)=[CH:14][CH:15]=1. Reported procedure: To a solution of 3-p-methoxybenzylthio-1,2,4-triazole (10.0 g: 45.2 mMol.) in methanol (100 ml) is added under ice cooling a solution of diazomethane in ether (prepared from 15 g of N-nitrosomethylurea), and the mixture is stirred for 1 hour. The reaction mixture is concentrated and purified by Lobar column chromatography (toluene: ethyl acetate=1:2 to 1:3) to give 3-p-methoxybenzylthio-2-methyl-1,2,4-triazole [5.17 g: NMR δ(CDCl3) ppm: 3.63(s, 3H), 3.79(s, 3H), 4.34(s, 2H), 6.80-6.84, 7.19-7.24... Reactants: O (water), C1(=CC=CC=C1)CCCCO (4-Phenylbutanol), BrC=1C=CC(=C(C#N)C1)F (5-bromo-2-fluorobenzonitrile), [H-].[Na+] (sodium hydride). Run in CN(C=O)C (N,N-dimethylformamide). Run at time 30 minute. Product: BrC=1C=CC(=C(C#N)C1)OCCCCC1=CC=CC=C1 (5-bromo-2-(4-phenylbutoxy)benzonitrile). The yield is 98.4%. As a reaction SMILES: [C:1]1([CH2:7][CH2:8][CH2:9][CH2:10][OH:11])[CH:6]=[CH:5][CH:4]=[CH:3][CH:2]=1.[H-].[Na+].[Br:14][C:15]1[CH:16]=[CH:17][C:18](F)=[C:19]([CH:22]=1)[C:20]#[N:21].O>CN(C)C=O>[Br:14][C:15]1[CH:16]=[CH:17][C:18]([O:11][CH2:10][CH2:9][CH2:8][CH2:7][C:1]2[CH:6]=[CH:5][CH:4]=[CH:3][CH:2]=2)=[C:19]([CH:22]=1)[C:20]#[N:21] |f:1.2|. Reported procedure: 4-Phenylbutanol (0.834 g) was dissolved in N,N-dimethylformamide (10 ml), and sodium hydride (60%, 0.638 g) was added. After stirring for 30 min, 5-bromo-2-fluorobenzonitrile (0.640 g) was added, and the mixture was further stirred at 40-50° C. for 4 hr. The reaction mixture was poured into water, and the mixture was extracted with ethyl acetate, washed with water and saturated brine, and dried over anhydrous sodium sulfate. The solvent was evaporated under reduced pressure. The residue was puri... The reactants are IC1=C2/C(/C(NC2=CC=C1)=O)=C/C=1NC=CC1 ((Z)-1,3-dihydro-4-iodo-3-[(1H-pyrrol-2-yl)methylene]-2H-indol-2-one), COC1=CC=C(C=C)C=C1 (p-Methoxy-styrene), C1(=C(C=CC=C1)P(C1=C(C=CC=C1)C)C1=C(C=CC=C1)C)C (tri-o-tolylphosphine). Reagents/catalysts: CC(=O)[O-].CC(=O)[O-].[Pd+2] (Pd(OAc)2). The solvent is CN(C)C=O (DMF), TEA. Reaction conditions: temperature 85 celsius, time 8 hour. The product is COC1=CC=C(C=C1)/C=C/C1=C2/C(/C(NC2=CC=C1)=O)=C/C=1NC=CC1 (1,3-dihydro-4-[(E)-2-(4-methoxyphenyl)-ethenyl]-(Z)-3-[(1H-pyrrol-2-yl)methlene]-2H-indol-2-one). Reaction SMILES: I[C:2]1[CH:10]=[CH:9][CH:8]=[C:7]2[C:3]=1/[C:4](=[CH:12]/[C:13]1[NH:14][CH:15]=[CH:16][CH:17]=1)/[C:5](=[O:11])[NH:6]2.[CH3:18][O:19][C:20]1[CH:27]=[CH:26][C:23]([CH:24]=[CH2:25])=[CH:22][CH:21]=1.C1(C)C=CC=CC=1P(C1C=CC=CC=1C)C1C=CC=CC=1C>CN(C=O)C.CC([O-])=O.CC([O-])=O.[Pd+2]>[CH3:18][O:19][C:20]1[CH:27]=[CH:26][C:23]([CH:24]=[CH:25][C:2]2[CH:10]=[CH:9][CH:8]=[C:7]3[C:3]=2/[C:4](=[CH:12]/[C:13]2[NH:14][CH:15]=[CH:16][CH:17]=2)/[C:5](=[O:11])[NH:6]3)=[CH:22][CH:21]=1 |f:4.5.6|. Procedure details: To a stirred solution of (Z)-1,3-dihydro-4-iodo-3-[(1H-pyrrol-2-yl)methylene]-2H-indol-2-one (from Example 71 above) (100 mg, 0.29 mmol) in DMF (3 mL) and TEA (2 mL) was added p-methoxy-styrene (79 mg, 0.58 mmol) (from Step A above), tri-o-tolylphosphine (107 mg, 0.35 mmol) (Aldrich) and Pd(OAc)2 (20 mg, 0.089 mmol) (Aldrich). The reaction mixture was stirred at 85° C. overnight in a pressure tube. The solvent was removed in vacuo, and the residue was purified by silica gel chromatography (Hex:E...